This data is from the Open Reaction Database (ORD), a public repository of structured organic reaction records. The task is: describe an organic reaction: reactants, conditions, products, and yield The reactants are COC=1C=C(C(=O)OC)C=C(C1OC)OCC#C (Methyl 3,4-dimethoxy-5-(2-propynyloxy)benzoate). Solvent: C(C)N(C1=CC=CC=C1)CC (N,N-diethylaniline), C(Cl)Cl (methylene chloride). The product is COC=1C(=C2C(C=CCO2)=C(C1)C(=O)OC)OC (Methyl 7,8-dimethoxy-2H-1-benzopyran-5-carboxylate). Isolated yield 99.9%. RXN SMILES: [CH3:1][O:2][C:3]1[CH:4]=[C:5]([CH:10]=[C:11]([O:15][CH2:16][C:17]#[CH:18])[C:12]=1[O:13][CH3:14])[C:6]([O:8][CH3:9])=[O:7]>C(N(CC)C1C=CC=CC=1)C.C(Cl)Cl>[CH3:1][O:2][C:3]1[C:12]([O:13][CH3:14])=[C:11]2[O:15][CH2:16][CH:17]=[CH:18][C:10]2=[C:5]([C:6]([O:8][CH3:9])=[O:7])[CH:4]=1. Procedure: Methyl 3,4-dimethoxy-5-(2-propynyloxy)benzoate (390 g, 1.56 mol) in N,N-diethylaniline (0.4 L) was refluxed for 40 min. The solution was cooled and diluted with methylene chloride (2 L). The organic solution was extracted with 1N hydrochloric acid (5×1 L), dried (MgSO4) and concentrated to give title compound (390 g, 100%). As a reaction SMILES: [Cl:1][C:2]1[CH:7]=[C:6]([C:8]([F:11])([F:10])[F:9])[CH:5]=[CH:4][C:3]=1/[CH:12]=[CH:13]/[C:14]([OH:16])=O.[Cl:17][C:18]1[CH:23]=[C:22]([N+:24]([O-])=O)[CH:21]=[CH:20][C:19]=1[CH2:27][CH2:28][CH2:29][OH:30]>>[Cl:17][C:18]1[CH:23]=[C:22]([NH:24][C:14](=[O:16])/[CH:13]=[CH:12]/[C:3]2[CH:4]=[CH:5][C:6]([C:8]([F:9])([F:10])[F:11])=[CH:7][C:2]=2[Cl:1])[CH:21]=[CH:20][C:19]=1[CH2:27][CH2:28][CH2:29][OH:30]. Starting materials: ClC1=C(C=CC(=C1)C(F)(F)F)/C=C/C(=O)O ((E)-3-(2-chloro-4-trifluoromethyl-phenyl)-acrylic acid), ClC1=C(C=CC(=C1)[N+](=O)[O-])CCCO (3-(2-chloro-4-nitro-phenyl)-propan-1-ol). Product: ClC=1C=C(C=CC1CCCO)NC(\C=C\C1=C(C=C(C=C1)C(F)(F)F)Cl)=O ((E)-N-[3-chloro-4-(3-hydroxy-propyl)-phenyl]-3-(2-chloro-4-trifluoromethyl-phenyl)-acrylamide). Reported procedure: Prepared analogously to Intermediate product Z32a starting from (E)-3-(2-chloro-4-trifluoromethyl-phenyl)-acrylic acid (Z37b) and 3-(2-chloro-4-nitro-phenyl)-propan-1-ol. The crude product was purified by column chromatography (silica gel, petroleum ether/EtOAc 1:1). Starting materials: ClC1=C2C(=NC=C1)C=C(S2)C=2N=C(N(C2)CC)CN(C)C (1-(4-(7-Chlorothieno[3,2-b]pyridin-2-yl)-1-ethyl-1H-imidazol-2-yl)-N,N-dimethylmethanamine), FC1=C(C=CC(=C1)[N+](=O)[O-])O (2-fluoro-4-nitrophenol), C(C)N1C=NC(=C1)C1=CC2=NC=CC(=C2S1)OC1=C(C=C(C=C1)[N+](=O)[O-])F (2-(1-Ethyl-1H-imidazol-4-yl)-7-(2-fluoro-4-nitrophenoxy)thieno[3,2-b]pyridine). Product: C(C)N1C(=NC(=C1)C1=CC2=NC=CC(=C2S1)OC1=C(C=C(C=C1)[N+](=O)[O-])F)CN(C)C (1-(1-Ethyl-4-(7-(2-fluoro-4-nitrophenoxy)thieno[3,2-b]pyridin-2-yl)-1H-imidazol-2-yl)-N,N-dimethylmethanamine). Yield: 48.0%. RXN SMILES: Cl[C:2]1[CH:7]=[CH:6][N:5]=[C:4]2[CH:8]=[C:9]([C:11]3[N:12]=[C:13]([CH2:18][N:19]([CH3:21])[CH3:20])[N:14]([CH2:16][CH3:17])[CH:15]=3)[S:10][C:3]=12.[F:22][C:23]1[CH:28]=[C:27]([N+:29]([O-:31])=[O:30])[CH:26]=[CH:25][C:24]=1[OH:32].C(N1C=C(C2SC3C(=NC=CC=3OC3C=CC([N+]([O-])=O)=CC=3F)C=2)N=C1)C>>[CH2:16]([N:14]1[CH:15]=[C:11]([C:9]2[S:10][C:3]3[C:4](=[N:5][CH:6]=[CH:7][C:2]=3[O:32][C:24]3[CH:25]=[CH:26][C:27]([N+:29]([O-:31])=[O:30])=[CH:28][C:23]=3[F:22])[CH:8]=2)[N:12]=[C:13]1[CH2:18][N:19]([CH3:21])[CH3:20])[CH3:17]. Procedure details: Starting from the chloride 112 and 2-fluoro-4-nitrophenol and following the same procedure as described above for the synthesis of compound 14 (scheme 4), title compound 113 was obtained as yellow solid in 48% yield. MS (m/z): 442.1 (M+H).